This data is from the Open Reaction Database (ORD), a public repository of structured organic reaction records. The task is: describe an organic reaction: reactants, conditions, products, and yield Starting materials: CS(C)=O, CCOCC, CC#N, Cc1ccccc1-c1ccc(C(=O)N2Cc3ccc(C(=O)C(Cl)(Cl)Cl)n3Cc3ccccc32)cc1C, NCc1cccnc1. Product: Cc1ccccc1-c1ccc(C(=O)N2Cc3ccc(C(=O)NCc4cccnc4)n3Cc3ccccc32)cc1C. As a reaction SMILES: [CH3:37][S:38](=[O:39])[CH3:40].[CH3:49][CH2:50][O:51][CH2:52][CH3:53].[CH3:54][C:55]#[N:56].[Cl:1][C:2]([C:3](=[O:4])[c:5]1[cH:6][cH:7][c:8]2[n:14]1[CH2:13][c:12]1[c:11]([cH:18][cH:17][cH:16][cH:15]1)[N:10]([C:19](=[O:20])[c:21]1[cH:22][c:23]([CH3:34])[c:24](-[c:27]3[c:28]([CH3:33])[cH:29][cH:30][cH:31][cH:32]3)[cH:25][cH:26]1)[CH2:9]2)([Cl:35])[Cl:36].[NH2:41][CH2:42][c:43]1[cH:44][n:45][cH:46][cH:47][cH:48]1>>[C:3](=[O:4])([c:5]1[cH:6][cH:7][c:8]2[n:14]1[CH2:13][c:12]1[c:11]([cH:18][cH:17][cH:16][cH:15]1)[N:10]([C:19](=[O:20])[c:21]1[cH:22][c:23]([CH3:34])[c:24](-[c:27]3[c:28]([CH3:33])[cH:29][cH:30][cH:31][cH:32]3)[cH:25][cH:26]1)[CH2:9]2)[NH:41][CH2:42][c:43]1[cH:44][n:45][cH:46][cH:47][cH:48]1. Starting materials: S(=O)(=O)(C1=CC=C(C)C=C1)N1C=CC=2C1=NC=C(N2)NNC(=O)[C@H]2C[C@@H](CC2)NC(OC(C)(C)C)=O (tert-butyl (1R,3R)-3-(2-(5-tosyl-5H-pyrrolo[2,3-b]pyrazin-2-yl)hydrazinecarbonyl)cyclo-pentylcarbamate), CCN(C(C)C)C(C)C (DIEA), O=S(Cl)Cl (SOCl2). Run in O1CCOCC1 (1,4-dioxane). Conditions: temperature 80 celsius. Product: S(=O)(=O)(C1=CC=C(C)C=C1)N1C=CC2=C1N=CC=1N2C(=NN1)[C@H]1C[C@@H](CC1)N ((1R,3R)-3-(6-tosyl-6H-pyrrolo[2,3-e][1,2,4]triazolo[4,3-a]pyrazin-1-yl)cyclopentanamine). Isolated yield 68.3%. Reaction SMILES: [S:1]([N:11]1[C:15]2=[N:16][CH:17]=[C:18]([NH:20][NH:21][C:22]([C@@H:24]3[CH2:28][CH2:27][C@@H:26]([NH:29]C(=O)OC(C)(C)C)[CH2:25]3)=O)[N:19]=[C:14]2[CH:13]=[CH:12]1)([C:4]1[CH:10]=[CH:9][C:7]([CH3:8])=[CH:6][CH:5]=1)(=[O:3])=[O:2].CCN(C(C)C)C(C)C.O=S(Cl)Cl>O1CCOCC1>[S:1]([N:11]1[C:15]2[N:16]=[CH:17][C:18]3[N:19]([C:22]([C@@H:24]4[CH2:28][CH2:27][C@@H:26]([NH2:29])[CH2:25]4)=[N:21][N:20]=3)[C:14]=2[CH:13]=[CH:12]1)([C:4]1[CH:10]=[CH:9][C:7]([CH3:8])=[CH:6][CH:5]=1)(=[O:2])=[O:3]. Reported procedure: To tert-butyl (1R,3R)-3-(2-(5-tosyl-5H-pyrrolo[2,3-b]pyrazin-2-yl)hydrazinecarbonyl)cyclo-pentylcarbamate (5.03 g, 9.78 mmol) in 1,4-dioxane (103 mL) was added DIEA (7.2 mL, 41 mmol) and SOCl2 (2.3 mL, 31 mmol). The reaction mixture was heated at about 80° C. for about 1 h. The solvent was removed under reduced pressure and the residue was purified using silica gel chromatography (330 g) eluting with a gradient of 0-20% MeOH in DCM to give (1R,3R)-3-(6-tosyl-6H-pyrrolo[2,3-e][1,2,4]triazolo[4,3-...